Dataset: the Open Reaction Database (ORD), a public repository of structured organic reaction records. Task: describe an organic reaction: reactants, conditions, products, and yield Starting materials: C(=O)NC(C(=O)OCC)(C(=O)OCC)CC=1C=CC=C2C=CC=NC12 (diethyl (formylamino)(8-quinolinylmethyl)malonate), [H][H] (hydrogen). Reagents/catalysts: [Pt]=O (platinum oxide). Solvent: C(C)(=O)O (acetic acid). The product is O=C1N2CCCC3=C2C(CC1(C(=O)OCC)NC=O)=CC=C3 (ethyl 2,3,6,7-tetrahydro-3-oxo-2-(formylamino)-1H,5H-benzo(ij)quinolizine-2-carboxylate). The yield is 96.6%. Reaction SMILES: [CH:1]([NH:3][C:4]([CH2:15][C:16]1[CH:17]=[CH:18][CH:19]=[C:20]2[C:25]=1[N:24]=[CH:23][CH:22]=[CH:21]2)([C:10](OCC)=[O:11])[C:5]([O:7][CH2:8][CH3:9])=[O:6])=[O:2].[H][H]>C(O)(=O)C.[Pt]=O>[O:11]=[C:10]1[C:4]([NH:3][CH:1]=[O:2])([C:5]([O:7][CH2:8][CH3:9])=[O:6])[CH2:15][C:16]2=[CH:17][CH:18]=[CH:19][C:20]3=[C:25]2[N:24]1[CH2:23][CH2:22][CH2:21]3. Reported procedure: A mixture of diethyl (formylamino)(8-quinolinylmethyl)malonate (9.2 g, 26.7 mmol) and platinum oxide (0.7 g) in glacial acetic acid (150 mL) was hydrogenated (50 lb initial pressure) for 15 minutes (hydrogen uptake ca. 2 equiv). The mixture was filtered through celite and the solvent removed under reduced pressure. The product was partitioned between ethyl acetate and sodium hydroxide solution. The ethyl acetate phase was washed with water, the ethyl acetate was evaporated, and the product was c... Reactants: Cl (hydrochloric acid), ClC1=C(C(=[N+](C=C1)[O-])C)C (4-chlor-2,3-dimethylpyridine-N-oxide), [OH-].[Na+] (caustic soda), C(CCCCCCCCC)O (1-decanol). Run in C1(=CC=CC=C1)C (toluene), O (water). Product: C(CCCCCCCCC)OC1=C(C(=[N+](C=C1)[O-])C)C (4-decyloxy-2,3-dimethylpyridine-N-oxide). The yield is 151.0%. RXN SMILES: Cl[C:2]1[CH:7]=[CH:6][N+:5]([O-:8])=[C:4]([CH3:9])[C:3]=1[CH3:10].[OH-].[Na+].[CH2:13]([OH:23])[CH2:14][CH2:15][CH2:16][CH2:17][CH2:18][CH2:19][CH2:20][CH2:21][CH3:22].Cl>O.C1(C)C=CC=CC=1>[CH2:13]([O:23][C:2]1[CH:7]=[CH:6][N+:5]([O-:8])=[C:4]([CH3:9])[C:3]=1[CH3:10])[CH2:14][CH2:15][CH2:16][CH2:17][CH2:18][CH2:19][CH2:20][CH2:21][CH3:22] |f:1.2|. Reported procedure: 15.8 g (0.1 mol, 1.0 eq.) of 4-chlor-2,3-dimethylpyridine-N-oxide, 8.0 g (0.2 mol, 2.0 eq.) of caustic soda, and 28.5 g of 1-decanol (0.18 mol, 1.8 eq.) were added to 64 mL of toluene, and the mixture was heated to reflux for 4 hours, and then cooled to room temperature. 160 mL of water was added to the reaction liquid, and then the mixture was neutralized with concentrated hydrochloric acid (7.3 g). Subsequently, the resultant was extracted with 100 mL of ethyl acetate. The extract was dried ov... Reactants: I.NCC1CC(CCC1)N1C(C=2C(C3=CN=CC=C13)=NOC2C)=O (5-(3-aminomethyl-cyclohexyl)-3-methyl-5H-2-oxa-1,5,8-triaza-cyclopenta[a]naphthalen-4-one hydroiodide), C(C1=CN=CC=C1)(=O)O (nicotinic acid), Cl.CN(CCCN=C=NCC)C (1-[3-(dimethylamino)propyl]-3-ethylcarbodiimide hydrochloride), ON1N=NC2=C1N=CC=C2 (1-hydroxy-7-azabenzo-triazole), C(C)(C)N(C(C)C)CC (N,N-diisopropylethyl amine). The solvent is CN(C=O)C (N,N-dimethylformamide). Product: CC=1ON=C2C1C(N(C1=CC=NC=C21)C2CC(CCC2)CNC(C2=CN=CC=C2)=O)=O (N-[3-(3-Methyl-oxo-5H-2-oxa-1,5,8-triaza-cyclopenta-[a]naphthalen-5-yl)-cyclohexylmethyl]-nicotinamide). Yield: 88.9%. Reaction SMILES: I.[NH2:2][CH2:3][CH:4]1[CH2:9][CH2:8][CH2:7][CH:6]([N:10]2[C:19]3[C:14](=[CH:15][N:16]=[CH:17][CH:18]=3)[C:13]3=[N:20][O:21][C:22]([CH3:23])=[C:12]3[C:11]2=[O:24])[CH2:5]1.[C:25](O)(=[O:32])[C:26]1[CH:31]=[CH:30][CH:29]=[N:28][CH:27]=1.Cl.CN(C)CCCN=C=NCC.ON1C2N=CC=CC=2N=N1.C(N(CC)C(C)C)(C)C>CN(C)C=O>[CH3:23][C:22]1[O:21][N:20]=[C:13]2[C:14]3[C:19](=[CH:18][CH:17]=[N:16][CH:15]=3)[N:10]([CH:6]3[CH2:7][CH2:8][CH2:9][CH:4]([CH2:3][NH:2][C:25](=[O:32])[C:26]4[CH:31]=[CH:30][CH:29]=[N:28][CH:27]=4)[CH2:5]3)[C:11](=[O:24])[C:12]=12 |f:0.1,3.4|. Reported procedure: Combine 5-(3-aminomethyl-cyclohexyl)-3-methyl-5H-2-oxa-1,5,8-triaza-cyclopenta[a]naphthalen-4-one hydroiodide (145 mg, 0.31 mmol) with nicotinic acid (45 mg, 0.36 mmol), 1-[3-(dimethylamino)propyl]-3-ethylcarbodiimide hydrochloride (70 mg, 0.36 mmol), 1-hydroxy-7-azabenzo-triazole (49 mg, 0.36 mmol), and N,N-diisopropylethyl amine (0.20 mL, 1.15 mmol), in N,N-dimethylformamide (4 mL) and stir over a weekend at ambient temperature. Concentrate in vacuo and take up in water and extract with dichlo... RXN SMILES: [Cl:42][CH2:43][Cl:44].[F:35][C:36]([F:37])([F:38])[C:39]([OH:40])=[O:41].[N+:1](=[O:2])([O-:3])[c:4]1[c:5]([O:29][CH2:30][C:31]([F:32])([F:33])[F:34])[cH:6][c:7]([N:10]2[CH2:11][CH2:12][CH:13]([N:16]3[CH2:17][CH2:18][N:19]([C:22]([O:23][C:24]([CH3:25])([CH3:26])[CH3:27])=[O:28])[CH2:20][CH2:21]3)[CH2:14][CH2:15]2)[cH:8][cH:9]1>>[N+:1](=[O:2])([O-:3])[c:4]1[c:5]([O:29][CH2:30][C:31]([F:32])([F:33])[F:34])[cH:6][c:7]([N:10]2[CH2:11][CH2:12][CH:13]([N:16]3[CH2:17][CH2:18][NH:19][CH2:20][CH2:21]3)[CH2:14][CH2:15]2)[cH:8][cH:9]1. Starting materials: ClCCl, O=C(O)C(F)(F)F, CC(C)(C)OC(=O)N1CCN(C2CCN(c3ccc([N+](=O)[O-])c(OCC(F)(F)F)c3)CC2)CC1. Product: O=[N+]([O-])c1ccc(N2CCC(N3CCNCC3)CC2)cc1OCC(F)(F)F. Reactants: O (water), ClC1=CC=C(C=C1)O (4-chlorophenol), FC1=CC=C(C=O)C=C1 (4-fluorobenzaldehyde), CS2CO3. The solvent is CN(C)C=O (DMF). Reaction conditions: temperature 90 celsius, time 6 hour. Product: ClC1=CC=C(OC2=C(C=O)C=CC=C2)C=C1 (4-chlorophenoxybenzaldehyde). As a reaction SMILES: [Cl:1][C:2]1[CH:7]=[CH:6][C:5]([OH:8])=[CH:4][CH:3]=1.F[C:10]1[CH:17]=[CH:16][C:13]([CH:14]=[O:15])=[CH:12][CH:11]=1.O>CN(C=O)C>[Cl:1][C:2]1[CH:7]=[CH:6][C:5]([O:8][C:12]2[CH:11]=[CH:10][CH:17]=[CH:16][C:13]=2[CH:14]=[O:15])=[CH:4][CH:3]=1. Procedure: A heterogeneous mixture of 4-chlorophenol (14.1 g, 0.11 mmol), 4-fluorobenzaldehyde 12.4 g, 0.1 mmol) and CS2CO3 (65.0 g, 0.20 mmol) in DMF (400 mL) was stirred at 90° C. for 6 h. The reaction mixture was poured into water (1.2 L) and extracted with ethyl acetate (2×200 mL). The organic phase was washed with water (2×100 mL), dried over magnesium sulfate and concentrated to give essentially pure 4-chlorophenoxybenzaldehyde, which was used directly in the next step. Starting materials: NC=1N(C(C2(N1)CC(OC1=CC=C(C=C12)Br)C1=CC=CC=C1)=O)C (2′-amino-6-bromo-1′-methyl-2-phenylspiro[chroman-4,4′-imidazol]-5′(1′H)-one), C(C(C)C)NC(=O)C1=CC=C(C=C1)B(O)O (4-(isobutylcarbamoyl)-phenyl-boronic acid). The reagents and catalysts are Cl[Pd]([P](C1=CC=CC=C1)(C2=CC=CC=C2)C3=CC=CC=C3)([P](C4=CC=CC=C4)(C5=CC=CC=C5)C6=CC=CC=C6)Cl (Pd(PPh3)2Cl2). Solvent: O1CCOCC1 (1,4-dioxane), C(=O)([O-])[O-].[Cs+].[Cs+] (Cs2CO3). Run at temperature 120 celsius. Product: NC=1N(C(C2(N1)CC(OC1=CC=C(C=C12)C1=CC=C(C(=O)NCC(C)C)C=C1)C1=CC=CC=C1)=O)C (4-(2′-amino-1′-methyl-5′-oxo-2-phenyl-1′,5′-dihydrospiro[chroman-4,4′-imidazole]-6-yl)-N-isobutylbenzamide). Isolated yield 5.1%. Reaction SMILES: [NH2:1][C:2]1[N:3]([CH3:24])[C:4](=[O:23])[C:5]2([C:15]3[C:10](=[CH:11][CH:12]=[C:13](Br)[CH:14]=3)[O:9][CH:8]([C:17]3[CH:22]=[CH:21][CH:20]=[CH:19][CH:18]=3)[CH2:7]2)[N:6]=1.[CH2:25]([NH:29][C:30]([C:32]1[CH:37]=[CH:36][C:35](B(O)O)=[CH:34][CH:33]=1)=[O:31])[CH:26]([CH3:28])[CH3:27]>O1CCOCC1.C([O-])([O-])=O.[Cs+].[Cs+].Cl[Pd](Cl)([P](C1C=CC=CC=1)(C1C=CC=CC=1)C1C=CC=CC=1)[P](C1C=CC=CC=1)(C1C=CC=CC=1)C1C=CC=CC=1>[NH2:1][C:2]1[N:3]([CH3:24])[C:4](=[O:23])[C:5]2([C:15]3[C:10](=[CH:11][CH:12]=[C:13]([C:35]4[CH:36]=[CH:37][C:32]([C:30]([NH:29][CH2:25][CH:26]([CH3:28])[CH3:27])=[O:31])=[CH:33][CH:34]=4)[CH:14]=3)[O:9][CH:8]([C:17]3[CH:22]=[CH:21][CH:20]=[CH:19][CH:18]=3)[CH2:7]2)[N:6]=1 |f:3.4.5,^1:55,74|. Procedure details: Pd(PPh3)2Cl2 (10 mg) in a 10 mL CEM test tube under Ar was treated sequentially with 2′-amino-6-bromo-1′-methyl-2-phenylspiro[chroman-4,4′-imidazol]-5′(1′H)-one (20 mg, 0.052 mmol) in 1,4-dioxane (1 mL), Cs2CO3 (2 N, 0.3 mL) and 4-(isobutylcarbamoyl)-phenyl-boronic acid (23 mg, 0.1 mmol). The mixture was heated at 120° C. in a microwave reactor for 30 mins. The reaction mixture was concentrated in vacuo to give the residue, which was purified by preparative TLC to give pure 4-(2′-amino-1′-methyl...